Dataset: the Open Reaction Database (ORD), a public repository of structured organic reaction records. Task: describe an organic reaction: reactants, conditions, products, and yield Yields the product C(#N)C1=CC(=C(C(=C1)C)CC(=O)OC)CC (Methyl 4-cyano-2-ethyl-6-methylphenylacetate). Run at temperature 130 celsius. Solvent: CN(C=O)C (dimethylformamide), O (water). Starting materials: BrC1=CC(=C(C(=C1)C)CC(=O)OC)CC (methyl 4-bromo-2-ethyl-6-methylphenylacetate), [Cu](C#N)C#N (copper cyanide). As a reaction SMILES: Br[C:2]1[CH:7]=[C:6]([CH3:8])[C:5]([CH2:9][C:10]([O:12][CH3:13])=[O:11])=[C:4]([CH2:14][CH3:15])[CH:3]=1.[Cu](C#N)[C:17]#[N:18]>CN(C)C=O.O>[C:17]([C:2]1[CH:7]=[C:6]([CH3:8])[C:5]([CH2:9][C:10]([O:12][CH3:13])=[O:11])=[C:4]([CH2:14][CH3:15])[CH:3]=1)#[N:18]. Procedure details: 7.5 g of methyl 4-bromo-2-ethyl-6-methylphenylacetate were dissolved in 140 ml of dimethylformamide, 5.5 g of copper cyanide were added, and the mixture was heated for 18 hours at 130° C., until the reaction was complete. The mixture was then cooled to room temperature and diluted with water, and the product was extracted repeatedly using tert-butyl methyl ether. The combined organic phases were dried over magnesium sulphate, concentrated and distilled. This gave 3.4 g (52% of theory) of methyl ... Starting materials: C=C(C(=O)C1=C(C(=C(C=C1)OC)Cl)Cl)C (2-methylene-2',3'-dichloro-4'-methoxypropiophenone), ice water. Run in S(O)(O)(=O)=O (sulfuric acid). Conditions: time 24 hour. Yields the product CC1C(C2=C(C(=C(C=C2C1)OC)Cl)Cl)=O (2-Methyl-5-methoxy-6,7-dichloro-1-indanone). As a reaction SMILES: [CH2:1]=[C:2]([CH3:15])[C:3]([C:5]1[CH:10]=[CH:9][C:8]([O:11][CH3:12])=[C:7]([Cl:13])[C:6]=1[Cl:14])=[O:4]>S(=O)(=O)(O)O>[CH3:1][CH:2]1[CH2:15][C:10]2[C:5](=[C:6]([Cl:14])[C:7]([Cl:13])=[C:8]([O:11][CH3:12])[CH:9]=2)[C:3]1=[O:4]. Procedure details: A solution of 2-methylene-2',3'-dichloro-4'-methoxypropiophenone (40 g., 0.163 mole) in concentrated sulfuric acid (75 ml.) is allowed to stand at 25°C. for 24 hours and then is slowly poured into vigorously stirred ice water (500 ml.). The 2-methyl-5-methoxy-6,7-dichloro-1-indanone (VI) which separate (40 mg.) melts at 129°C. after recrystallization from methylcyclohexane.